describe an organic reaction: reactants, conditions, products, and yield From a dataset of the Open Reaction Database (ORD), a public repository of structured organic reaction records. Starting materials: FC1=CC=C(C=C1)[C@H]1[C@]2(C=C(CO2)C2=C(C=CC(=C2)C#N)OC(C)C)CC[C@@H]1C(=O)O ((5R,6S,7S)-6-(4-fluorophenyl)-3-(5-cyano-2-isopropoxy-phenyl)-1-oxaspiro[4.4]non-3-ene-7-carboxylic acid), C(C)(C)N(C(C)C)CC (N,N,-diisopropylethylamine), C(C1=CC=CC=C1)O (Benzyl alcohol), C1(=CC=CC=C1)P(=O)(C1=CC=CC=C1)N=[N+]=[N-] (diphenylphosphoryl azide). The solvent is C1(=CC=CC=C1)C (toluene), C(C)(=O)OCC (ethyl acetate). Reaction conditions: time 30 minute. The product is C(C1=CC=CC=C1)OC(=O)N[C@@H]1[C@@H]([C@]2(C=C(CO2)C2=C(C=CC(=C2)C#N)OC(C)C)CC1)C1=CC=C(C=C1)F ((5R,6S,7S)-7-(benzyloxycarbonylamino)-6-(4-fluorophenyl)3-(5-cyano-2-isopropoxy-phenyl)-1-oxaspiro[4.4]non-3-ene). Reaction SMILES: [F:1][C:2]1[CH:7]=[CH:6][C:5]([C@@H:8]2[C@@H:28](C(O)=O)[CH2:27][CH2:26][C@@:9]32[O:13][CH2:12][C:11]([C:14]2[CH:19]=[C:18]([C:20]#[N:21])[CH:17]=[CH:16][C:15]=2[O:22][CH:23]([CH3:25])[CH3:24])=[CH:10]3)=[CH:4][CH:3]=1.C([N:35]([CH2:39]C)C(C)C)(C)C.C1(P(N=[N+]=[N-])(C2C=CC=CC=2)=[O:48])C=CC=CC=1.[CH2:58]([OH:65])[C:59]1[CH:64]=[CH:63][CH:62]=[CH:61][CH:60]=1>C1(C)C=CC=CC=1.C(OCC)(=O)C>[CH2:58]([O:65][C:39]([NH:35][C@H:28]1[CH2:27][CH2:26][C@:9]2([O:13][CH2:12][C:11]([C:14]3[CH:19]=[C:18]([C:20]#[N:21])[CH:17]=[CH:16][C:15]=3[O:22][CH:23]([CH3:25])[CH3:24])=[CH:10]2)[C@H:8]1[C:5]1[CH:6]=[CH:7][C:2]([F:1])=[CH:3][CH:4]=1)=[O:48])[C:59]1[CH:64]=[CH:63][CH:62]=[CH:61][CH:60]=1. Reported procedure: To a solution of (5R,6S,7S)-6-(4-fluorophenyl)-3-(5-cyano-2-isopropoxy-phenyl)-1-oxaspiro[4.4]non-3-ene-7-carboxylic acid (128 mg, 0.304 mmol) in toluene (2 mL) were added N,N,-diisopropylethylamine (64 μL, 0.367 mmol) followed by diphenylphosphoryl azide (73 μl, 0.339 mmol). The mixture was stirred for 30 minutes at room temperature and then for 1 hour at 100° C. Benzyl alcohol (63 μL, 0.609 mmol) was then added, and the mixture was stirred for 18 hours at 100° C. The cooled mixture was diluted... The reactants are N1N=CC2=CC(=CC=C12)C=O (1H-indazole-5-carbaldehyde), N1N=CC2=CC(=CC=C12)C=O (1H-indazole-5-carbaldehyde), ClN1C(CCC1=O)=O (N-chlorosuccinimide). Run in C(C)#N (acetonitrile). Product: ClC1=NNC2=CC=C(C=C12)C=O (3-Chloro-1H-indazole-5-carbaldehyde). Isolated yield 97.0%. As a reaction SMILES: [NH:1]1[C:9]2[C:4](=[CH:5][C:6]([CH:10]=[O:11])=[CH:7][CH:8]=2)[CH:3]=[N:2]1.[Cl:12]N1C(=O)CCC1=O>C(#N)C>[Cl:12][C:3]1[C:4]2[C:9](=[CH:8][CH:7]=[C:6]([CH:10]=[O:11])[CH:5]=2)[NH:1][N:2]=1. Procedure details: To a solution of 4.0 g (27.4 mmol) 1H-indazole-5-carbaldehyde [preparation described in US 2005/0227968-A1 (Intermediate 1)] in acetonitrile (116 ml) were added 4.2 g (31.5 mmol) N-chlorosuccinimide at room temperature. The resulting solution was stirred under reflux for 12 h. The mixture was then concentrated under reduced pressure yielding a solid precipitate. This material was triturated with water, filtered, and dried under high vacuum for 12 h to give the title compound (4.8 g, 97% of th.) ... Reactants: Cn1cc(N)cn1, CC#N, OC1(c2ccccc2Nc2nc(Cl)ncc2Cl)CCOCC1, [Na+], O=C([O-])O, O. The product is Cn1cc(Nc2ncc(Cl)c(Nc3ccccc3C3(O)CCOCC3)n2)cn1. Reaction SMILES: [CH3:23][n:24]1[n:25][cH:26][c:27]([NH2:29])[cH:28]1.[CH3:35][C:36]#[N:37].[Cl:1][c:2]1[n:3][cH:4][c:5]([Cl:22])[c:6]([NH:8][c:9]2[c:10]([C:15]3([OH:21])[CH2:16][CH2:17][O:18][CH2:19][CH2:20]3)[cH:11][cH:12][cH:13][cH:14]2)[n:7]1.[Na+:34].[O-:30][C:31]([OH:32])=[O:33].[OH2:38]>>[c:2]1([NH:29][c:27]2[cH:26][n:25][n:24]([CH3:23])[cH:28]2)[n:3][cH:4][c:5]([Cl:22])[c:6]([NH:8][c:9]2[c:10]([C:15]3([OH:21])[CH2:16][CH2:17][O:18][CH2:19][CH2:20]3)[cH:11][cH:12][cH:13][cH:14]2)[n:7]1. Reaction SMILES: [BrH:23].[CH2:28]=[CH:29][C:30]#[N:31].[CH3:33][C:34](=[O:35])[CH3:36].[N:24]([O-:25])=[O:26].[NH2:1][c:2]1[cH:3][cH:4][c:5]([O:8][CH2:9][CH2:10][c:11]2[n:12][c:13](-[c:17]3[cH:18][cH:19][cH:20][cH:21][cH:22]3)[o:14][c:15]2[CH3:16])[n:6][cH:7]1.[Na+:27].[OH2:32]>>[c:2]1([CH2:28][CH:29]([Br:23])[C:30]#[N:31])[cH:3][cH:4][c:5]([O:8][CH2:9][CH2:10][c:11]2[n:12][c:13](-[c:17]3[cH:18][cH:19][cH:20][cH:21][cH:22]3)[o:14][c:15]2[CH3:16])[n:6][cH:7]1. Reactants: Br, C=CC#N, CC(C)=O, O=N[O-], Cc1oc(-c2ccccc2)nc1CCOc1ccc(N)cn1, [Na+], O. Yields the product Cc1oc(-c2ccccc2)nc1CCOc1ccc(CC(Br)C#N)cn1.